Dataset: the Open Reaction Database (ORD), a public repository of structured organic reaction records. Task: describe an organic reaction: reactants, conditions, products, and yield Starting materials: CC(=O)OI1(OC(C)=O)(OC(C)=O)OC(=O)c2ccccc21, CC(C)n1ncnc1-c1cn2c(n1)-c1ccc(CO)cc1OCC2, ClCCl. The product is CC(C)n1ncnc1-c1cn2c(n1)-c1ccc(C=O)cc1OCC2. As a reaction SMILES: [CH3:25][C:26]([O:27][I:28]1([O:38][C:39]([CH3:40])=[O:41])([O:42][C:43]([CH3:44])=[O:45])[c:29]2[c:30]([cH:31][cH:32][cH:33][cH:34]2)[C:35](=[O:36])[O:37]1)=[O:46].[CH:1]([CH3:2])([CH3:3])[n:4]1[n:5][cH:6][n:7][c:8]1-[c:9]1[cH:10][n:11]2[c:17]([n:18]1)-[c:16]1[c:15]([cH:22][c:21]([CH2:23][OH:24])[cH:20][cH:19]1)[O:14][CH2:13][CH2:12]2.[Cl:47][CH2:48][Cl:49]>>[CH:1]([CH3:2])([CH3:3])[n:4]1[n:5][cH:6][n:7][c:8]1-[c:9]1[cH:10][n:11]2[c:17]([n:18]1)-[c:16]1[c:15]([cH:22][c:21]([CH:23]=[O:24])[cH:20][cH:19]1)[O:14][CH2:13][CH2:12]2. Starting materials: C1(CC1)C=1N=CC(=NC1OCC1CC1)C(=O)O (5-cyclopropyl-6-cyclopropylmethoxy-pyrazine-2-carboxylic acid), CC(CCC1=CC=NC=C1)(C)N (1,1-dimethyl-3-pyridin-4-yl-propylamine). Yields the product CC(CCC1=CC=NC=C1)(C)NC(=O)C1=NC(=C(N=C1)C1CC1)OCC1CC1 (5-Cyclopropyl-6-cyclopropylmethoxy-pyrazine-2-carboxylic acid (1,1-dimethyl-3-pyridin-4-yl-propyl)-amide). Reaction SMILES: [CH:1]1([C:4]2[N:5]=[CH:6][C:7]([C:15]([OH:17])=O)=[N:8][C:9]=2[O:10][CH2:11][CH:12]2[CH2:14][CH2:13]2)[CH2:3][CH2:2]1.[CH3:18][C:19]([NH2:29])([CH3:28])[CH2:20][CH2:21][C:22]1[CH:27]=[CH:26][N:25]=[CH:24][CH:23]=1>>[CH3:28][C:19]([NH:29][C:15]([C:7]1[CH:6]=[N:5][C:4]([CH:1]2[CH2:2][CH2:3]2)=[C:9]([O:10][CH2:11][CH:12]2[CH2:13][CH2:14]2)[N:8]=1)=[O:17])([CH3:18])[CH2:20][CH2:21][C:22]1[CH:23]=[CH:24][N:25]=[CH:26][CH:27]=1. Reported procedure: The title compound was synthesized in analogy to Example 69, using 5-cyclopropyl-6-cyclopropylmethoxy-pyrazine-2-carboxylic acid (Example 10 g, 50 mg, 0.21 mmol) and 1,1-dimethyl-3-pyridin-4-yl-propylamine (55 mg, 0.32 mmol) as starting materials and isolated (60.0 mg, 74%) as white solid; LC-MS (UV peak area, ESI) 94.93%, 380.0 (M+H)+. The reactants are O=C=NS(=O)(=O)c1ccccc1CCC(F)(F)F, COc1nc(N)nc(OC)n1, C1COCCO1. Product: COc1nc(NC(=O)NS(=O)(=O)c2ccccc2CCC(F)(F)F)nc(OC)n1. As a reaction SMILES: [F:1][C:2]([CH2:3][CH2:4][c:5]1[c:6]([S:11](=[O:12])(=[O:13])[N:14]=[C:15]=[O:16])[cH:7][cH:8][cH:9][cH:10]1)([F:17])[F:18].[NH2:19][c:20]1[n:21][c:22]([O:28][CH3:29])[n:23][c:24]([O:26][CH3:27])[n:25]1.[O:30]1[CH2:31][CH2:32][O:33][CH2:34][CH2:35]1>>[F:1][C:2]([CH2:3][CH2:4][c:5]1[c:6]([S:11](=[O:12])(=[O:13])[NH:14][C:15](=[O:16])[NH:19][c:20]2[n:21][c:22]([O:28][CH3:29])[n:23][c:24]([O:26][CH3:27])[n:25]2)[cH:7][cH:8][cH:9][cH:10]1)([F:17])[F:18]. Starting materials: C(C(O)C)(=O)OCCCC (1-butyl lactate), C(CCC)O (1-butanol), C(CCC)O (1-butanol), C(C(O)C)(=O)OCCCC (1-butyl lactate), C(C(O)C)(=O)OCCCC (1-butyl lactate), C(C(O)C)(=O)O (lactic acid), [ 71/30176 ]. Reagents/catalysts: Cl (HCl). Run in O.C(CCC)O (1-butanol water). The product is C(C(O)C)(=O)OCC(C)C (isobutyl lactate). As a reaction SMILES: [C:1]([O:6][CH2:7][CH2:8][CH2:9]C)(=[O:5])[CH:2]([CH3:4])[OH:3].[C:11](O)(=O)C(C)O.C(O)CCC>Cl.O.C(O)CCC>[C:1]([O:6][CH2:7][CH:8]([CH3:9])[CH3:11])(=[O:5])[CH:2]([CH3:4])[OH:3] |f:4.5|. Reported procedure: The composition of matter of 1-butyl lactate is and its preparation are disclosed in Gabriel et al. U.S. Pat. No. 1,668,806 (1928). They prepared 1-butyl lactate by dehydrating 70% lactic acid with excess 1-butanol at 117° C., followed by addition of HCl catalyst, followed by refluxing and esterification with addition excess 1-butanol and drawing a 1-butanol water azeotrope overhead. Nakanishi and Tsuda (Japanese Patent JP 46/30176 [71/30176]) consider production of 1-butyl lactate by extraction... Reactants: Cl.COC=1C=C(C=CC1OC)C=1C(C(N(N1)C1CCNCC1)=O)(C)C (5-(3,4-dimethoxyphenyl)-4,4-dimethyl-2-(piperidin-4-yl)-2,4-dihydro-3H-pyrazol-3-one hydrochloride), Cl.COC=1C=C(C=CC1OC)C=1C(C(N(N1)C1CCNCC1)=O)(C)C (5-(3,4-dimethoxyphenyl)-4,4-dimethyl-2-(piperidin-4-yl)-2,4-dihydro-3H-pyrazol-3-one hydrochloride), FC=1C=C(C(=O)Cl)C=CC1 (3-fluorobenzoyl chloride). The product is COC=1C=C(C=CC1OC)C=1C(C(N(N1)C1CCN(CC1)C(=O)C1=CC(=CC=C1)F)=O)(C)C (5-(3,4-Dimethoxyphenyl)-2-{1-[(3-fluorophenyl)carbonyl]piperidin-4-yl}-4,4-dimethyl-2,4-dihydro-3H-pyrazol-3-one). Reaction SMILES: Cl.[CH3:2][O:3][C:4]1[CH:5]=[C:6]([C:12]2[C:13]([CH3:25])([CH3:24])[C:14](=[O:23])[N:15]([CH:17]3[CH2:22][CH2:21][NH:20][CH2:19][CH2:18]3)[N:16]=2)[CH:7]=[CH:8][C:9]=1[O:10][CH3:11].[F:26][C:27]1[CH:28]=[C:29]([CH:33]=[CH:34][CH:35]=1)[C:30](Cl)=[O:31]>>[CH3:2][O:3][C:4]1[CH:5]=[C:6]([C:12]2[C:13]([CH3:25])([CH3:24])[C:14](=[O:23])[N:15]([CH:17]3[CH2:22][CH2:21][N:20]([C:30]([C:29]4[CH:33]=[CH:34][CH:35]=[C:27]([F:26])[CH:28]=4)=[O:31])[CH2:19][CH2:18]3)[N:16]=2)[CH:7]=[CH:8][C:9]=1[O:10][CH3:11] |f:0.1|. Reported procedure: The title compound is prepared analogously as described for GP1 using 5-(3,4-dimethoxyphenyl)-4,4-dimethyl-2-(piperidin-4-yl)-2,4-dihydro-3H-pyrazol-3-one hydrochloride (compound B1*HCl) and 3-fluorobenzoyl chloride as starting compounds. The crude product is purified by crystallization from EA to yield the title compound. The product is C(C)OC(CCCC1=CC=C(C=C1)N1C(C2=CC(=CC=C2C1)[N+](=O)[O-])=O)=O (4-[4-(6-nitro-1-oxo-1,3-dihydro-isoindol-2-yl)-phenyl]-butyric acid ethyl ester). Reported procedure: By using 2-bromomethyl-5-nitrobenzoic acid methyl ester and 4-(4-amino-phenyl)butyric acid ethyl ester instead of 2-bromomethyl-6-nitro-benzoic acid methyl ester and aniline used in Example 25, synthesis was performed in the same manner as that of Example 25 to obtain 4-[4-(6-nitro-1-oxo-1,3-dihydro-isoindol-2-yl)-phenyl]-butyric acid ethyl ester. As a reaction SMILES: CO[C:3](=[O:15])[C:4]1[CH:9]=[C:8]([N+:10]([O-:12])=[O:11])[CH:7]=[CH:6][C:5]=1[CH2:13]Br.[CH2:16]([O:18][C:19](=[O:30])[CH2:20][CH2:21][CH2:22][C:23]1[CH:28]=[CH:27][C:26]([NH2:29])=[CH:25][CH:24]=1)[CH3:17].NC1C=CC=CC=1>>[CH2:16]([O:18][C:19](=[O:30])[CH2:20][CH2:21][CH2:22][C:23]1[CH:24]=[CH:25][C:26]([N:29]2[CH2:13][C:5]3[C:4](=[CH:9][C:8]([N+:10]([O-:12])=[O:11])=[CH:7][CH:6]=3)[C:3]2=[O:15])=[CH:27][CH:28]=1)[CH3:17]. Starting materials: COC(C1=C(C=CC(=C1)[N+](=O)[O-])CBr)=O (2-bromomethyl-5-nitrobenzoic acid methyl ester), C(C)OC(CCCC1=CC=C(C=C1)N)=O (4-(4-amino-phenyl)butyric acid ethyl ester), NC1=CC=CC=C1 (aniline).